From a dataset of the Open Reaction Database (ORD), a public repository of structured organic reaction records. describe an organic reaction: reactants, conditions, products, and yield Reactants: Cl.COC(=O)C1=C(C2=C(S1)C=CC=C2)NCCN (3-(2-aminoethylamino)benzo[b]-thiophene-2-carboxylic acid methyl ester hydrochloride), C[O-].[Na+] (sodium methoxide), Cl (HCl). Solvent: CO (methanol). Run at temperature 0 celsius. Product: N1CCNC(C2=C1C1=C(S2)C=CC=C1)=O (2,3-dihydro-1H-benzothieno-[3,2-e]-1,4-diazepin-5-one). The yield is 64.0%. As a reaction SMILES: Cl.C[O:3][C:4]([C:6]1[S:10][C:9]2[CH:11]=[CH:12][CH:13]=[CH:14][C:8]=2[C:7]=1[NH:15][CH2:16][CH2:17][NH2:18])=O.C[O-].[Na+].Cl>CO>[NH:15]1[C:7]2[C:8]3[CH:14]=[CH:13][CH:12]=[CH:11][C:9]=3[S:10][C:6]=2[C:4](=[O:3])[NH:18][CH2:17][CH2:16]1 |f:0.1,2.3|. Procedure details: A solution of 3-(2-aminoethylamino)benzo[b]-thiophene-2-carboxylic acid methyl ester hydrochloride (339 mg, 1.18 mmol) and freshly prepared sodium methoxide (from 134 mg, 2.48 mmol of sodium) in 5 mL of methanol is heated at reflux for 18 hours. Upon cooling, the reaction is neutralized with 25 mL of 1N HCl and cooled to 0° C. for 1 hour. The resulting yellow crystalline material is filtered and dried under vacuum at 60° C. for several hours to provide 2,3-dihydro-1H-benzothieno-[3,2-e]-1,4-diaz... Reactants: COC(=O)c1cscc1NC(=O)COc1ccc(Cl)c(Cl)c1, CCO, [Na+], [OH-]. Yields the product O=C(COc1ccc(Cl)c(Cl)c1)Nc1cscc1C(=O)O. Reaction SMILES: [CH3:1][O:2][C:3](=[O:4])[c:5]1[cH:6][s:7][cH:8][c:9]1[NH:10][C:11]([CH2:12][O:13][c:14]1[cH:15][c:16]([Cl:21])[c:17]([Cl:20])[cH:18][cH:19]1)=[O:22].[CH3:25][CH2:26][OH:27].[Na+:24].[OH-:23]>>[O:2]=[C:3]([OH:4])[c:5]1[cH:6][s:7][cH:8][c:9]1[NH:10][C:11]([CH2:12][O:13][c:14]1[cH:15][c:16]([Cl:21])[c:17]([Cl:20])[cH:18][cH:19]1)=[O:22]. The reactants are CCOC(=O)C(F)(F)Br, C[Si](C)(C)Cl, C1CCOC1, [Zn], c1ccc(CCCNCn2nnc3ccccc32)cc1. Product: CCOC(=O)C(F)(F)CNCCCc1ccccc1. As a reaction SMILES: [Br:6][C:7]([C:8](=[O:9])[O:10][CH2:11][CH3:12])([F:13])[F:14].[Cl:1][Si:2]([CH3:3])([CH3:4])[CH3:5].[O:35]1[CH2:36][CH2:37][CH2:38][CH2:39]1.[Zn:40].[n:15]1([CH2:24][NH:25][CH2:26][CH2:27][CH2:28][c:29]2[cH:30][cH:31][cH:32][cH:33][cH:34]2)[c:16]2[cH:17][cH:18][cH:19][cH:20][c:21]2[n:22][n:23]1>>[C:7]([C:8](=[O:9])[O:10][CH2:11][CH3:12])([F:13])([F:14])[CH2:24][NH:25][CH2:26][CH2:27][CH2:28][c:29]1[cH:30][cH:31][cH:32][cH:33][cH:34]1. The reactants are C1(CCCCC1)C=1C=2C=CC(=CC2N2C1C1=C(C=C(C2)C2=C(C=NN2CC)C(=O)OCC)C=C(C=C1)OC)C(=O)O (13-cyclohexyl-6-(4-(ethoxycarbonyl)-1-ethyl-1H-pyrazol-5-yl)-3-methoxy-7H-indolo[2,1-a][2]benzazepine-10-carboxylic acid), CC(C)S(=O)(=O)N (propane-2-sulfonamide), C(CCl)Cl (EDC). The reagents and catalysts are CN(C)C=1C=CN=CC1 (DMAP). Solvent: ClCCl (dichloromethane). Conditions: time 64 hour. Product: C1(CCCCC1)C=1C=2C=CC(=CC2N2C1C1=C(C=C(C2)C2=C(C=NN2CC)C(=O)OCC)C=C(C=C1)OC)C(NS(=O)(=O)C(C)C)=O (Ethyl 5-(13-cyclohexyl-10-((isopropylsulfonyl)carbamoyl)-3-methoxy-7H-indolo[2,1-a][2]benzazepin-6-yl)-1-ethyl-1H-pyrazole-4-carboxylate). As a reaction SMILES: [CH:1]1([C:7]2[C:8]3[CH:9]=[CH:10][C:11]([C:39]([OH:41])=O)=[CH:12][C:13]=3[N:14]3[CH2:20][C:19]([C:21]4[N:25]([CH2:26][CH3:27])[N:24]=[CH:23][C:22]=4[C:28]([O:30][CH2:31][CH3:32])=[O:29])=[CH:18][C:17]4[CH:33]=[C:34]([O:37][CH3:38])[CH:35]=[CH:36][C:16]=4[C:15]=23)[CH2:6][CH2:5][CH2:4][CH2:3][CH2:2]1.[CH3:42][CH:43]([S:45]([NH2:48])(=[O:47])=[O:46])[CH3:44].C(Cl)CCl>CN(C1C=CN=CC=1)C.ClCCl>[CH:1]1([C:7]2[C:8]3[CH:9]=[CH:10][C:11]([C:39](=[O:41])[NH:48][S:45]([CH:43]([CH3:44])[CH3:42])(=[O:47])=[O:46])=[CH:12][C:13]=3[N:14]3[CH2:20][C:19]([C:21]4[N:25]([CH2:26][CH3:27])[N:24]=[CH:23][C:22]=4[C:28]([O:30][CH2:31][CH3:32])=[O:29])=[CH:18][C:17]4[CH:33]=[C:34]([O:37][CH3:38])[CH:35]=[CH:36][C:16]=4[C:15]=23)[CH2:2][CH2:3][CH2:4][CH2:5][CH2:6]1. Reported procedure: In a 100 ml round bottom flask dissolve 13-cyclohexyl-6-(4-(ethoxycarbonyl)-1-ethyl-1H-pyrazol-5-yl)-3-methoxy-7H-indolo[2,1-a][2]benzazepine-10-carboxylic acid (950 mg, 1.680 mmol), propane-2-sulfonamide (652 mg, 5.29 mmol) and DMAP (655 mg, 5.36 mmol) in dichloromethane (16.8 mL). To the reaction add EDC (508 mg, 2.65 mmol). Place the reaction under a nitrogen atmosphere and stir a room temperature for 64 hours.